Dataset: the Open Reaction Database (ORD), a public repository of structured organic reaction records. Task: describe an organic reaction: reactants, conditions, products, and yield Starting materials: OCCN[C@H](C1=CC=CC=C1)C ((S)-(−)-N-(2-hydroxyethyl)-α-methylbezylamine), Br (hydrobromic acid). Conditions: temperature 0 celsius, time 30 minute. Product: Br.BrCCN[C@H](C1=CC=CC=C1)C ((S)-(−)-N-(2-bromoethyl)-α-methylbenzylamine Hydrobromide). Isolated yield 64.8%. As a reaction SMILES: O[CH2:2][CH2:3][NH:4][C@@H:5]([CH3:12])[C:6]1[CH:11]=[CH:10][CH:9]=[CH:8][CH:7]=1.[BrH:13]>>[BrH:13].[Br:13][CH2:2][CH2:3][NH:4][C@@H:5]([CH3:12])[C:6]1[CH:11]=[CH:10][CH:9]=[CH:8][CH:7]=1 |f:2.3|. Procedure details: 22.1 g (133.16 mmole) of (S)-(−)-N-(2-hydroxyethyl)-α-methylbezylamine produced in Example 11(1) above was suspended in 105 ml of 48% aqueous hydrobromic acid solution and the resulting suspension was reacted at 126° C. for 30 minutes under refluxing. Then, the reaction solution was distilled for 2 hours under normal pressure at constant temperature and 95 ml of aqueous hydrobromic acid and water, the reaction by-product, was removed. The residue was dissolved in 112 mg of acetone, and 100 ml of... The reactants are O=C([O-])[O-], Nc1cnc(Cl)nc1Oc1ccc(NC(=O)OCc2ccccc2)cc1, CCO, CCOC(C)=O, [Cs+], [Cs+], C1COCCO1, O, OB(O)c1cccnc1. Yields the product Nc1cnc(-c2cccnc2)nc1Oc1ccc(NC(=O)OCc2ccccc2)cc1. Reaction SMILES: [C:36](=[O:37])([O-:38])[O-:39].[CH2:1]([c:2]1[cH:3][cH:4][cH:5][cH:6][cH:7]1)[O:8][C:9]([NH:10][c:11]1[cH:12][cH:13][c:14]([O:17][c:18]2[n:19][c:20]([Cl:25])[n:21][cH:22][c:23]2[NH2:24])[cH:15][cH:16]1)=[O:26].[CH3:49][CH2:50][OH:51].[CH3:52][CH2:53][O:54][C:55]([CH3:56])=[O:57].[Cs+:40].[Cs+:41].[O:43]1[CH2:44][CH2:45][O:46][CH2:47][CH2:48]1.[OH2:42].[n:27]1[cH:28][c:29]([B:33]([OH:34])[OH:35])[cH:30][cH:31][cH:32]1>>[CH2:1]([c:2]1[cH:3][cH:4][cH:5][cH:6][cH:7]1)[O:8][C:9]([NH:10][c:11]1[cH:12][cH:13][c:14]([O:17][c:18]2[n:19][c:20](-[c:29]3[cH:28][n:27][cH:32][cH:31][cH:30]3)[n:21][cH:22][c:23]2[NH2:24])[cH:15][cH:16]1)=[O:26].